describe an organic reaction: reactants, conditions, products, and yield From a dataset of the Open Reaction Database (ORD), a public repository of structured organic reaction records. Reactants: CC(=C)[C@@H]1CC[C@]2([C@@H](C1)O2)C ((R)-(+)-limonene oxide), N1C=NC=C1 (imidazole), [K+].[Br-] (KBr), Cl (hydrochloric acid). The solvent is O (water), C(C)OCC (diethyl ether), C(Cl)(Cl)Cl (CHCl3). Run at temperature 100 celsius, time 5 hour. Product: N1(C=NC=C1)[C@@H]1[C@](CC[C@H](C1)C(=C)C)(O)C ((+)-(1S,2S,4R)-2-(1-Imidazolyl)-1-methyl-4-(1-methylethenyl)cyclohexanol). Reaction SMILES: [CH3:1][C:2]([C@H:4]1[CH2:9][C@H:8]2[O:10][C@@:7]2([CH3:11])[CH2:6][CH2:5]1)=[CH2:3].[NH:12]1[CH:16]=[CH:15][N:14]=[CH:13]1.Cl.[K+].[Br-]>C(OCC)C.C(Cl)(Cl)Cl.O>[N:12]1([C@H:8]2[CH2:9][C@H:4]([C:2]([CH3:1])=[CH2:3])[CH2:5][CH2:6][C@:7]2([CH3:11])[OH:10])[CH:16]=[CH:15][N:14]=[CH:13]1 |f:3.4|. Reported procedure: To (R)-(+)-limonene oxide (6.88 mmol, 1.047 g, 1.13 mL) were added 6 mL of deionized water and imidazole (21 mmol, 1.43 g) at 25° C. A reflux condenser was attached and the flask was set in an oil bath that was heated to 100° C. After 5.0 h at 100° C., the reaction mixture was cooled to 25° C., acidified with 12M hydrochloric acid, and extracted with diethyl ether (7×30 mL). The aqueous layer was cooled to 0° C. and treated with solid sodium hydroxide until the solution was strongly basic to lit... The reactants are ClCCCl, CCOC(C)=O, COc1cc(C=C(CCCCl)C(=O)O)ccc1-n1cnc(C)c1, Cl, O=C(O)C(F)(F)F, [H-], CC(O)C(N)c1cc(F)c(F)c(F)c1, [Na+], [Na+], CN(C)C=O, O, On1nnc2ccccc21, O=C([O-])O. Reaction SMILES: [CH2:75]([Cl:76])[CH2:77][Cl:78].[CH3:64][CH2:65][O:66][C:67](=[O:68])[CH3:69].[Cl:18][CH2:19][CH2:20][CH2:21][C:22]([C:23](=[O:24])[OH:25])=[CH:26][c:27]1[cH:28][c:29]([O:39][CH3:40])[c:30](-[n:33]2[cH:34][n:35][c:36]([CH3:38])[cH:37]2)[cH:31][cH:32]1.[ClH:41].[F:11][C:12]([F:13])([F:14])[C:15]([OH:16])=[O:17].[H-:61].[NH2:42][CH:43]([CH:44]([CH3:45])[OH:46])[c:47]1[cH:48][c:49]([F:55])[c:50]([F:54])[c:51]([F:53])[cH:52]1.[Na+:56].[Na+:62].[O:70]=[CH:71][N:72]([CH3:73])[CH3:74].[OH2:63].[OH:1][n:2]1[c:3]2[c:4]([cH:5][cH:6][cH:7][cH:8]2)[n:9][n:10]1.[OH:57][C:58](=[O:59])[O-:60]>>[CH2:19]1[CH2:20][CH2:21][C:22](=[CH:26][c:27]2[cH:28][c:29]([O:39][CH3:40])[c:30](-[n:33]3[cH:34][n:35][c:36]([CH3:38])[cH:37]3)[cH:31][cH:32]2)[C:23](=[O:25])[N:42]1[CH:43]([CH:44]([CH3:45])[OH:46])[c:47]1[cH:48][c:49]([F:55])[c:50]([F:54])[c:51]([F:53])[cH:52]1. The product is COc1cc(C=C2CCCN(C(c3cc(F)c(F)c(F)c3)C(C)O)C2=O)ccc1-n1cnc(C)c1. Reported procedure: At RT, 2.61 g of rac-tert-butyl [2-(4-chlorophenyl)-2-hydroxyethyl]carbamate (Example 45A, 9.62 mmol), 1.42 g of phthalimide (9.62 mmol) and 3.78 g of triphenylphosphine (14.43 mmol) were initially charged in abs. THF. 4.03 g (14.43 mmol) of diisopropyl azodicarboxylate were then added dropwise, and the mixture was stirred at RT for 30 min. The reaction mixture was concentrated and purified by silica gel chromatography (mobile phase: cyclohexane:ethyl acetate 10:1). This gave 2.92 g of the title... The solvent is C1CCOC1 (THF). The product is ClC1=CC=C(C=C1)C(CNC(OC(C)(C)C)=O)N1C(C2=CC=CC=C2C1=O)=O (rac-tert-Butyl [2-(4-chlorophenyl)-2-(1,3-dioxo-1,3-dihydro-2H-isoindol-2-yl)ethyl]carbamate). Reactants: ClC1=CC=C(C=C1)C(CNC(OC(C)(C)C)=O)O (rac-tert-Butyl [2-(4-chlorophenyl)-2-hydroxyethyl]carbamate), C1(C=2C(C(N1)=O)=CC=CC2)=O (phthalimide), C1(=CC=CC=C1)P(C1=CC=CC=C1)C1=CC=CC=C1 (triphenylphosphine), N(=NC(=O)OC(C)C)C(=O)OC(C)C (diisopropyl azodicarboxylate). RXN SMILES: [Cl:1][C:2]1[CH:7]=[CH:6][C:5]([CH:8](O)[CH2:9][NH:10][C:11](=[O:17])[O:12][C:13]([CH3:16])([CH3:15])[CH3:14])=[CH:4][CH:3]=1.[C:19]1(=[O:29])[NH:23][C:22](=[O:24])[C:21]2=[CH:25][CH:26]=[CH:27][CH:28]=[C:20]12.C1(P(C2C=CC=CC=2)C2C=CC=CC=2)C=CC=CC=1.N(C(OC(C)C)=O)=NC(OC(C)C)=O>C1COCC1>[Cl:1][C:2]1[CH:7]=[CH:6][C:5]([CH:8]([N:23]2[C:19](=[O:29])[C:20]3[C:21](=[CH:25][CH:26]=[CH:27][CH:28]=3)[C:22]2=[O:24])[CH2:9][NH:10][C:11](=[O:17])[O:12][C:13]([CH3:16])([CH3:15])[CH3:14])=[CH:4][CH:3]=1. Conditions: time 30 minute. Reactants: CC(N=C=NC(C)C)C (DIC), ClCC(C)Cl (1,2-dichloropropane), [N+](=O)([O-])C1=C(C=CC=C1)O (nitrophenol), C1(=CC=C(C=C1)CC(=O)O)C1=CC=CC=C1 (4-biphenylylacetic acid), ClCC(C)Cl (1,2-dichloropropane), CN1CCC(CC1)NC (1-methyl-4-methylaminopiperidine), ClCC(C)Cl (1,2-dichloropropane). Run in CN(C)C=O (DMF). Run at time 15 hour. Yields the product Cl.C1(=CC=C(C=C1)CC(=O)N(C1CCN(CC1)C)C)C1=CC=CC=C1 (2-Biphenyl-4-yl-N-methyl-N-(1-methylpiperidin-4-yl)acetamide Hydrochloride). The yield is 42.0%. Reaction SMILES: [N+](C1C=CC=CC=1O)([O-])=O.[C:11]1([C:21]2[CH:26]=[CH:25][CH:24]=[CH:23][CH:22]=2)[CH:16]=[CH:15][C:14]([CH2:17][C:18]([OH:20])=O)=[CH:13][CH:12]=1.CC(C)N=C=NC(C)C.[CH3:36][N:37]1[CH2:42][CH2:41][CH:40]([NH:43][CH3:44])[CH2:39][CH2:38]1.[Cl:45]CC(Cl)C>CN(C=O)C>[ClH:45].[C:11]1([C:21]2[CH:26]=[CH:25][CH:24]=[CH:23][CH:22]=2)[CH:12]=[CH:13][C:14]([CH2:17][C:18]([N:43]([CH3:44])[CH:40]2[CH2:41][CH2:42][N:37]([CH3:36])[CH2:38][CH2:39]2)=[O:20])=[CH:15][CH:16]=1 |f:6.7|. Reported procedure: To the polymeric nitrophenol (1.5 g, approx. 1 mmol) was added a filtered solution of 4-biphenylylacetic acid (1.10 g, 5.18 mmol) in a mixture of 1,2-dichloropropane (18 ml) and DMF (2 ml), followed by the addition of a solution of DIC (0.63 g, 4.99 mmol) in 1,2-dichloropropane (5 ml). The mixture was shaken at room temperature for 15 hours, filtered, and the polymer was extensively washed with DCM, DMF, and 1,2-dichloropropane. To the polymer was added 1,2-dichloropropane (5 ml) and a solution ... The reactants are ClCCl, O=C(O)C(F)(F)F, CC(C)(C)OC(=O)N1CCC2(CCN(c3ncc(C(F)(F)F)cn3)CC2)C1. Yields the product FC(F)(F)c1cnc(N2CCC3(CCNC3)CC2)nc1. As a reaction SMILES: [CH2:35]([Cl:36])[Cl:37].[F:1][C:2]([F:3])([F:4])[C:5]([OH:6])=[O:7].[F:8][C:9]([c:10]1[cH:11][n:12][c:13]([N:16]2[CH2:17][CH2:18][C:19]3([CH2:20][CH2:21][N:22]([C:24]([O:25][C:26]([CH3:27])([CH3:28])[CH3:29])=[O:30])[CH2:23]3)[CH2:31][CH2:32]2)[n:14][cH:15]1)([F:33])[F:34]>>[F:8][C:9]([c:10]1[cH:11][n:12][c:13]([N:16]2[CH2:17][CH2:18][C:19]3([CH2:20][CH2:21][NH:22][CH2:23]3)[CH2:31][CH2:32]2)[n:14][cH:15]1)([F:33])[F:34].